From a dataset of the Open Reaction Database (ORD), a public repository of structured organic reaction records. describe an organic reaction: reactants, conditions, products, and yield Starting materials: O[C@H](C(=O)N[C@@H](CC(=O)O)C1=CC=CC=C1)[C@@H]([C@@H]([C@H](CO)NC([C@@H](N)CC(C)C)=O)O)O ((S)-3-[(2S,3R,4R,5S)-2,3,4,6-tetrahydroxy-5-(L-leucyl)aminohexanoyl]amino-3-phenylpropionic acid), O[C@H](C(=O)N[C@@H](CC(=O)O)C1=CC=CC=C1)[C@@H]([C@@H]([C@H](CO)NC([C@@H](N)CC(C)C)=O)O)O ((S)-3-[(2S,3R,4R,5S)-2,3,4,6-tetrahydroxy-5-(L-leucyl)aminohexanoyl]amino-3-phenylpropionic acid), [OH-].[Na+] (sodium hydroxide), ClC(=O)OCC1=CC=CC=C1 (benzyl chloroformate), [OH-].[Na+] (sodium hydroxide). Conditions: time 3 hour. Product: C(C1=CC=CC=C1)OC(=O)N[C@@H](CC(C)C)C(=O)N[C@H]([C@H]([C@H]([C@@H](C(=O)N[C@@H](CC(=O)O)C1=CC=CC=C1)O)O)O)CO ((S)-3-[(2S,3R,4R,5S)-5-(N-benzyloxycarbonyl-L-leucyl)amino-2,3,4,6-tetrahydroxyhexanoyl]amino-3-phenylpropionic acid). As a reaction SMILES: [OH:1][C@@H:2]([C@H:17]([OH:32])[C@H:18]([OH:31])[C@@H:19]([NH:22][C:23](=[O:30])[C@H:24]([CH2:26][CH:27]([CH3:29])[CH3:28])[NH2:25])[CH2:20][OH:21])[C:3]([NH:5][C@H:6]([C:11]1[CH:16]=[CH:15][CH:14]=[CH:13][CH:12]=1)[CH2:7][C:8]([OH:10])=[O:9])=[O:4].[OH-].[Na+].Cl[C:36]([O:38][CH2:39][C:40]1[CH:45]=[CH:44][CH:43]=[CH:42][CH:41]=1)=[O:37]>>[CH2:39]([O:38][C:36]([NH:25][C@H:24]([C:23]([NH:22][C@@H:19]([CH2:20][OH:21])[C@@H:18]([OH:31])[C@@H:17]([OH:32])[C@H:2]([OH:1])[C:3]([NH:5][C@H:6]([C:11]1[CH:16]=[CH:15][CH:14]=[CH:13][CH:12]=1)[CH2:7][C:8]([OH:10])=[O:9])=[O:4])=[O:30])[CH2:26][CH:27]([CH3:28])[CH3:29])=[O:37])[C:40]1[CH:45]=[CH:44][CH:43]=[CH:42][CH:41]=1 |f:1.2|. Procedure: To a mixture of (S)-3-[(2S,3R,4R,5S)-2,3,4,6-tetrahydroxy-5-(L-leucyl)aminohexanoyl]amino-3-phenylpropionic acid (Compound 3) (2.28 g) and 0.2N aqueous sodium hydroxide solution (25 ml) were added benzyl chloroformate (0.714 ml) and 1N aqueous sodium hydroxide solution at 0° C. After stirring at room temperature for 3 hours, the mixture was washed with diethylether and acidified with 1N hydrochloric acid (20 ml). The aqueous solution was extracted with ethyl acetate and the organic layer was was... Reactants: C#CC=CCO, CC#N, [Cu]I, Nc1c(I)ncnc1Oc1ccccc1. Yields the product Nc1c(C#CC=CCO)ncnc1Oc1ccccc1. As a reaction SMILES: [CH2:16]([CH:17]=[CH:18][C:19]#[CH:20])[OH:21].[CH3:22][C:23]#[N:24].[Cu:25][I:26].[I:1][c:2]1[n:3][cH:4][n:5][c:6]([O:9][c:10]2[cH:11][cH:12][cH:13][cH:14][cH:15]2)[c:7]1[NH2:8]>>[c:2]1([C:20]#[C:19][CH:18]=[CH:17][CH2:16][OH:21])[n:3][cH:4][n:5][c:6]([O:9][c:10]2[cH:11][cH:12][cH:13][cH:14][cH:15]2)[c:7]1[NH2:8]. Starting materials: CC(=O)OC1CC2CCC3C(CCC4(C)C(O)C(N5CCCC5)CC34)C2(C)CC1N1CCC2(CC1)OCCO2, C=CCBr. The product is [Br-], C=CC[N+]1(C2CC3C4CCC5CC(OC(C)=O)C(N6CCC7(CC6)OCCO7)CC5(C)C4CCC3(C)C2O)CCCC1. As a reaction SMILES: [C:1]([CH3:2])(=[O:3])[O:4][CH:5]1[CH2:6][CH:7]2[CH2:8][CH2:9][CH:10]3[CH:11]4[CH2:12][CH:13]([N:35]5[CH2:36][CH2:37][CH2:38][CH2:39]5)[CH:14]([OH:34])[C:15]4([CH3:16])[CH2:17][CH2:18][CH:19]3[C:20]2([CH3:33])[CH2:21][CH:22]1[N:23]1[CH2:24][CH2:25][C:26]2([O:27][CH2:28][CH2:29][O:30]2)[CH2:31][CH2:32]1.[CH2:40]([CH:41]=[CH2:42])[Br:43]>>[Br-:43].[C:1]([CH3:2])(=[O:3])[O:4][CH:5]1[CH2:6][CH:7]2[CH2:8][CH2:9][CH:10]3[CH:11]4[CH2:12][CH:13]([N+:35]5([CH2:42][CH:41]=[CH2:40])[CH2:36][CH2:37][CH2:38][CH2:39]5)[CH:14]([OH:34])[C:15]4([CH3:16])[CH2:17][CH2:18][CH:19]3[C:20]2([CH3:33])[CH2:21][CH:22]1[N:23]1[CH2:24][CH2:25][C:26]2([O:27][CH2:28][CH2:29][O:30]2)[CH2:31][CH2:32]1. Reactants: ClC1=C(C(=O)OC)C=C(C=N1)F (methyl 2-chloro-5-fluoronicotinate), C([O-])([O-])=O.[K+].[K+] (potassium carbonate), FC1=CC(=C(C=C1)NC1CNC1)C (N-(4-fluoro-2-methylphenyl)azetidin-3-amine). Run in O1CCCC1 (tetrahydrofuran). Yields the product FC=1C=NC(=C(C(=O)OC)C1)N1CC(C1)NC1=C(C=C(C=C1)F)C (methyl 5-fluoro-2-(3-((4-fluoro-2-methylphenyl)amino)azetidin-1-yl)nicotinate). Isolated yield 44.1%. Reaction SMILES: Cl[C:2]1[N:11]=[CH:10][C:9]([F:12])=[CH:8][C:3]=1[C:4]([O:6][CH3:7])=[O:5].C(=O)([O-])[O-].[K+].[K+].[F:19][C:20]1[CH:25]=[CH:24][C:23]([NH:26][CH:27]2[CH2:30][NH:29][CH2:28]2)=[C:22]([CH3:31])[CH:21]=1>O1CCCC1>[F:12][C:9]1[CH:10]=[N:11][C:2]([N:29]2[CH2:30][CH:27]([NH:26][C:23]3[CH:24]=[CH:25][C:20]([F:19])=[CH:21][C:22]=3[CH3:31])[CH2:28]2)=[C:3]([CH:8]=1)[C:4]([O:6][CH3:7])=[O:5] |f:1.2.3|. Procedure details: A mixture of methyl 2-chloro-5-fluoronicotinate (D69) (199.85 mg, 1.054 mmol) and potassium carbonate (291 mg, 2.108 mmol) in tetrahydrofuran (2 ml) was stirred under N2 nitrogen 15 min at room temperature. N-(4-fluoro-2-methylphenyl)azetidin-3-amine (D55) (190 mg, 1.054 mmol) was added and the resulting mixture was stirred 1 day at room temperature. The residue obtained after solvent evaporation was purified by Biotage SNAP-Si column eluting with a mixture cyclohexane/ethyl acetate from 100/0 t... Starting materials: COC(=O)C(OP(=O)(OCc1ccccc1)OCc1ccccc1)C(C)C, CO, Cl, [K+], [OH-], O. Product: CC(C)C(OP(=O)(OCc1ccccc1)OCc1ccccc1)C(=O)O. As a reaction SMILES: [CH3:1][O:2][C:3]([CH:4]([CH:5]([CH3:6])[CH3:7])[O:8][P:9](=[O:10])([O:11][CH2:12][c:13]1[cH:14][cH:15][cH:16][cH:17][cH:18]1)[O:19][CH2:20][c:21]1[cH:22][cH:23][cH:24][cH:25][cH:26]1)=[O:27].[CH3:28][OH:29].[ClH:32].[K+:31].[OH-:30].[OH2:33]>>[O:2]=[C:3]([CH:4]([CH:5]([CH3:6])[CH3:7])[O:8][P:9](=[O:10])([O:11][CH2:12][c:13]1[cH:14][cH:15][cH:16][cH:17][cH:18]1)[O:19][CH2:20][c:21]1[cH:22][cH:23][cH:24][cH:25][cH:26]1)[OH:27]. The reactants are B, C1CCOC1, COCCCN1CCOc2ccc(COC3CN(S(=O)(=O)c4ccc(C)cc4)C(CC(C)=O)CC3c3ccc(COCC(C)COC)cc3)cc21, C1CCOC1. Product: COCCCN1CCOc2ccc(COC3CN(S(=O)(=O)c4ccc(C)cc4)C(CC(C)O)CC3c3ccc(COCC(C)COC)cc3)cc21. As a reaction SMILES: [BH3:57].[CH2:58]1[O:59][CH2:60][CH2:61][CH2:62]1.[CH3:1][O:2][CH2:3][CH:4]([CH2:5][O:6][CH2:7][c:8]1[cH:9][cH:10][c:11]([CH:14]2[CH2:15][CH:16]([CH2:47][C:48]([CH3:49])=[O:50])[N:17]([S:37](=[O:38])(=[O:39])[c:40]3[cH:41][cH:42][c:43]([CH3:46])[cH:44][cH:45]3)[CH2:18][CH:19]2[O:20][CH2:21][c:22]2[cH:23][cH:24][c:25]3[c:26]([cH:36]2)[N:27]([CH2:31][CH2:32][CH2:33][O:34][CH3:35])[CH2:28][CH2:29][O:30]3)[cH:12][cH:13]1)[CH3:51].[O:52]1[CH2:53][CH2:54][CH2:55][CH2:56]1>>[CH3:1][O:2][CH2:3][CH:4]([CH2:5][O:6][CH2:7][c:8]1[cH:9][cH:10][c:11]([CH:14]2[CH2:15][CH:16]([CH2:47][CH:48]([CH3:49])[OH:50])[N:17]([S:37](=[O:38])(=[O:39])[c:40]3[cH:41][cH:42][c:43]([CH3:46])[cH:44][cH:45]3)[CH2:18][CH:19]2[O:20][CH2:21][c:22]2[cH:23][cH:24][c:25]3[c:26]([cH:36]2)[N:27]([CH2:31][CH2:32][CH2:33][O:34][CH3:35])[CH2:28][CH2:29][O:30]3)[cH:12][cH:13]1)[CH3:51]. The reactants are COCCOC=1C=C2C=C(NC2=C(C1)N(S(=O)(=O)C1=NC=CC=C1)C)C=1SC(CN1)CC(=O)O ((2-{5-(2-methoxyethoxy)-7-[methyl(pyridin-2-ylsulfonyl)amino]-1H-indol-2-yl}-4,5-dihydro-1,3-thiazol-5-yl)acetic acid), Cl.CN(CCCN=C=NCC)C (N-[3-(dimethylamino)propyl]-N′-ethylcarbodiimide hydrochloride), CN(C=O)C (N,N-dimethylformamide). The solvent is O (Water). Conditions: time 15 hour. Product: COCCOC=1C=C2C=C(NC2=C(C1)N(S(=O)(=O)C1=NC=CC=C1)C)C=1SC(CN1)CC(=O)N (2-(2-{5-(2-methoxyethoxy)-7-[methyl(pyridin-2-ylsulfonyl)amino]-1H-indol-2-yl}-4,5-dihydro-1,3-thiazol-5-yl)acetamide). The yield is 40.1%. RXN SMILES: [CH3:1][O:2][CH2:3][CH2:4][O:5][C:6]1[CH:7]=[C:8]2[C:12](=[C:13]([N:15]([CH3:25])[S:16]([C:19]3[CH:24]=[CH:23][CH:22]=[CH:21][N:20]=3)(=[O:18])=[O:17])[CH:14]=1)[NH:11][C:10]([C:26]1[S:27][CH:28]([CH2:31][C:32]([OH:34])=O)[CH2:29][N:30]=1)=[CH:9]2.Cl.C[N:37](C)CCCN=C=NCC.CN(C)C=O>O>[CH3:1][O:2][CH2:3][CH2:4][O:5][C:6]1[CH:7]=[C:8]2[C:12](=[C:13]([N:15]([CH3:25])[S:16]([C:19]3[CH:24]=[CH:23][CH:22]=[CH:21][N:20]=3)(=[O:17])=[O:18])[CH:14]=1)[NH:11][C:10]([C:26]1[S:27][CH:28]([CH2:31][C:32]([NH2:37])=[O:34])[CH2:29][N:30]=1)=[CH:9]2 |f:1.2|. Procedure details: A mixture of (2-{5-(2-methoxyethoxy)-7-[methyl(pyridin-2-ylsulfonyl)amino]-1H-indol-2-yl}-4,5-dihydro-1,3-thiazol-5-yl)acetic acid (200 mg), 1H-1,2,3-benzotriazol-1-ol-ammonia complex (90 mg), N-[3-(dimethylamino)propyl]-N′-ethylcarbodiimide hydrochloride (120 mg) and N,N-dimethylformamide (5 mL) was stirred at room temperature for 15 hr. Water was added to the reaction mixture, and the mixture was extracted with ethyl acetate. The ethyl acetate layer was washed successively with saturated aqueo... Starting materials: N(=[N+]=[N-])CC1CCCN(C2=C1C=CC=C2)C(C2=CC=C(C=C2)NC(C2=C(C=CC=C2)C)=O)=O (5-Azidomethyl-1-[4-(2-methylbenzoylamino)benzoyl]-2,3,4,5-tetrahydro-1H-benzazepine). Reagents/catalysts: [Pd] (Pd-C). The solvent is C(C)O (ethanol). Conditions: time 6 hour. The product is NCC1CCCN(C2=C1C=CC=C2)C(C2=CC=C(C=C2)NC(C2=C(C=CC=C2)C)=O)=O (5-aminomethyl-1-[4-(2-methylbenzoylamino)benzoyl]-2,3,4,5-tetrahydro-1H-benzazepine). Isolated yield 47.2%. As a reaction SMILES: [N:1]([CH2:4][CH:5]1[C:11]2[CH:12]=[CH:13][CH:14]=[CH:15][C:10]=2[N:9]([C:16](=[O:33])[C:17]2[CH:22]=[CH:21][C:20]([NH:23][C:24](=[O:32])[C:25]3[CH:30]=[CH:29][CH:28]=[CH:27][C:26]=3[CH3:31])=[CH:19][CH:18]=2)[CH2:8][CH2:7][CH2:6]1)=[N+]=[N-]>C(O)C.[Pd]>[NH2:1][CH2:4][CH:5]1[C:11]2[CH:12]=[CH:13][CH:14]=[CH:15][C:10]=2[N:9]([C:16](=[O:33])[C:17]2[CH:22]=[CH:21][C:20]([NH:23][C:24](=[O:32])[C:25]3[CH:30]=[CH:29][CH:28]=[CH:27][C:26]=3[CH3:31])=[CH:19][CH:18]=2)[CH2:8][CH2:7][CH2:6]1. Procedure: 5-Azidomethyl-1-[4-(2-methylbenzoylamino)benzoyl]-2,3,4,5-tetrahydro-1H-benzazepine (0.27 g) is suspended in ethanol (50 ml) and the mixture is subjected to catalytic hydrogenation at room temperature under 3 kg/cm2 for 6 hours by using 10% Pd-C (27 mg). The catalyst is removed by filtration with celite and the filtrate is distilled off and the resulting residue is recrystallized from ethanol to give 5-aminomethyl-1-[4-(2-methylbenzoylamino)benzoyl]-2,3,4,5-tetrahydro-1H-benzazepine (0.12 g) as ... Starting materials: COC=1C=C2C(=CC=NC2=CC1OC)OC1=C(C=C(N)C=C1)F (4-[(6,7-dimethoxy-4-quinolyl)oxy]-3-fluoro-aniline), C(C)OC=1C(=NN(C1)C1=C(C=C(C=C1)OC)C)C(=O)Cl (4-ethoxy-1-(4-methoxy-2-methylphenyl)-1H-pyrazole-3-carbonyl chloride). Product: COC=1C=C2C(=CC=NC2=CC1OC)OC1=C(C=C(C=C1)NC(=O)C1=NN(C=C1OCC)C1=C(C=C(C=C1)OC)C)F (N-(4-((6,7-dimethoxyquinolin-4-yl)oxy)-3-fluorophenyl)-4-ethoxy-1-(4-methoxy-2-methylphenyl)-1H-pyrazole-3-carboxamid). Reaction SMILES: [CH3:1][O:2][C:3]1[CH:4]=[C:5]2[C:10](=[CH:11][C:12]=1[O:13][CH3:14])[N:9]=[CH:8][CH:7]=[C:6]2[O:15][C:16]1[CH:22]=[CH:21][C:19]([NH2:20])=[CH:18][C:17]=1[F:23].[CH2:24]([O:26][C:27]1[C:28]([C:41](Cl)=[O:42])=[N:29][N:30]([C:32]2[CH:37]=[CH:36][C:35]([O:38][CH3:39])=[CH:34][C:33]=2[CH3:40])[CH:31]=1)[CH3:25]>>[CH3:1][O:2][C:3]1[CH:4]=[C:5]2[C:10](=[CH:11][C:12]=1[O:13][CH3:14])[N:9]=[CH:8][CH:7]=[C:6]2[O:15][C:16]1[CH:22]=[CH:21][C:19]([NH:20][C:41]([C:28]2[C:27]([O:26][CH2:24][CH3:25])=[CH:31][N:30]([C:32]3[CH:37]=[CH:36][C:35]([O:38][CH3:39])=[CH:34][C:33]=3[CH3:40])[N:29]=2)=[O:42])=[CH:18][C:17]=1[F:23]. Procedure: Following the general procedure reported in Preparative Example 16 Step 5×4 was prepared from A2 and 4-ethoxy-1-(4-methoxy-2-methylphenyl)-1H-pyrazole-3-carbonyl chloride, which was prepared similar to Preparative Example 16 step 1-4. 1H NMR (400 MHz, d6-DMSO, 300K) δ 1.36 (t, J=7.0 Hz, 3H), 2.20 (s, 3H), 3.80 (s, 3H), 3.94 (s, 6H), 4.05 (q, J=7.0 Hz, 2H), 6.46 (d, J=5.2 Hz, 1H), 6.90 (dd, J=2.9 Hz, J=8.8 Hz, 1H), 6.98 (d, J=2.7 Hz, 1H), 7.36 (d, J=8.8 Hz, 1H), 7.40 (s, 1H), 7.43 (d, J=9.0 Hz, 1... The reactants are C(C)(=O)OC1=CC(=C(C=C1OC)CC(=O)O)Cl ([4-(acetyloxy)-2-chloro-5-methoxyphenyl]acetic acid), O=S(Cl)Cl (SOCl2), CO (MeOH). Conditions: time 8 hour. Product: ClC1=C(C=C(C(=C1)O)OC)CC(=O)OC (methyl (2-chloro-4-hydroxy-5-methoxyphenyl)acetate). As a reaction SMILES: C([O:4][C:5]1[C:10]([O:11][CH3:12])=[CH:9][C:8]([CH2:13][C:14]([OH:16])=[O:15])=[C:7]([Cl:17])[CH:6]=1)(=O)C.O=S(Cl)Cl.[CH3:22]O>>[Cl:17][C:7]1[CH:6]=[C:5]([OH:4])[C:10]([O:11][CH3:12])=[CH:9][C:8]=1[CH2:13][C:14]([O:16][CH3:22])=[O:15]. Procedure details: To a solution of [4-(acetyloxy)-2-chloro-5-methoxyphenyl]acetic acid (670 mg, 2.587 mmol) in 30 mL of MeOH was added dropwise SOCl2 at 0° C. The resulting mixture was stirred at 50˜60° C. overnight and concentrated to dryness. The residue was dissolved in EtOAc (50 mL), washed with water (50 mL), brine (50 mL), dried over anhydrous Na2SO4 and concentrated to give methyl (2-chloro-4-hydroxy-5-methoxyphenyl)acetate. 1H-NMR (400 MHz, CDCl3) δ ppm 6.94 (s, 1H), 6.75 (s, 1H), 3.86 (s, 3H), 3.70 (s, 3...